From a dataset of the Open Reaction Database (ORD), a public repository of structured organic reaction records. describe an organic reaction: reactants, conditions, products, and yield Starting materials: [OH-].[Na+] (sodium hydroxide), CC1=C(N=C(S1)C1=CC=CC=C1)C(=O)OCC (ethyl 5-methyl-2-phenyl-1,3-thiazole-4-carboxylate), Cl (hydrochloric acid). The solvent is C(C)O (ethanol). The product is CC1=C(N=C(S1)C1=CC=CC=C1)C(=O)O (5-methyl-2-phenyl-1,3-thiazole-4-carboxylic-acid). Isolated yield 112.8%. As a reaction SMILES: [CH3:1][C:2]1[S:6][C:5]([C:7]2[CH:12]=[CH:11][CH:10]=[CH:9][CH:8]=2)=[N:4][C:3]=1[C:13]([O:15]CC)=[O:14].[OH-].[Na+].Cl>C(O)C>[CH3:1][C:2]1[S:6][C:5]([C:7]2[CH:12]=[CH:11][CH:10]=[CH:9][CH:8]=2)=[N:4][C:3]=1[C:13]([OH:15])=[O:14] |f:1.2|. Procedure: 0.8 g of ethyl 5-methyl-2-phenyl-1,3-thiazole-4-carboxylate was dissolved in 10 ml ethanol. 2 ml of 5N sodium hydroxide was added thereto, followed by heating under reflux for 1 hour. The reaction solution was ice-cooled and neutralized with 2N hydrochloric acid, followed by extracting with ethyl acetate. The organic layer was washed with brine, dried over anhydrous magnesium sulfate and evaporated, to give 0.8 g of 5-methyl-2-phenyl-1,3-thiazole-4-carboxylic-acid.